The task is: describe an organic reaction: reactants, conditions, products, and yield. This data is from the Open Reaction Database (ORD), a public repository of structured organic reaction records. Yields the product COCCCCOc1ccc(C2(O)CCN(c3ccc(N4CCN(C(=O)OCc5ccccc5)CC4)cc3)CC2)cc1. Reactants: COCCCCOc1ccc(Br)cc1, O=C1CCN(c2ccc(N3CCN(C(=O)OCc4ccccc4)CC3)cc2)CC1, CCOC(C)=O, [Cl-], I, CC(I)I, [Mg], [NH4+], C1CCOC1. RXN SMILES: [Br:1][c:2]1[cH:3][cH:4][c:5]([O:8][CH2:9][CH2:10][CH2:11][CH2:12][O:13][CH3:14])[cH:6][cH:7]1.[CH2:21]([c:22]1[cH:23][cH:24][cH:25][cH:26][cH:27]1)[O:28][C:29](=[O:30])[N:31]1[CH2:32][CH2:33][N:34]([c:37]2[cH:38][cH:39][c:40]([N:43]3[CH2:44][CH2:45][C:46](=[O:49])[CH2:47][CH2:48]3)[cH:41][cH:42]2)[CH2:35][CH2:36]1.[CH3:57][CH2:58][O:59][C:60](=[O:61])[CH3:62].[Cl-:50].[I:16].[I:17][CH:18]([I:19])[CH3:20].[Mg:15].[NH4+:51].[O:52]1[CH2:53][CH2:54][CH2:55][CH2:56]1>>[c:2]1([C:46]2([OH:49])[CH2:45][CH2:44][N:43]([c:40]3[cH:39][cH:38][c:37]([N:34]4[CH2:33][CH2:32][N:31]([C:29]([O:28][CH2:21][c:22]5[cH:23][cH:24][cH:25][cH:26][cH:27]5)=[O:30])[CH2:36][CH2:35]4)[cH:42][cH:41]3)[CH2:48][CH2:47]2)[cH:3][cH:4][c:5]([O:8][CH2:9][CH2:10][CH2:11][CH2:12][O:13][CH3:14])[cH:6][cH:7]1. Reactants: COC1=NC(C(C)C)C(OC)=NC1, Fc1cc(F)c(CBr)cc1F, [Li]CCCC, C1CCOC1. Product: COC1=NC(C(C)C)C(OC)=NC1Cc1cc(F)c(F)cc1F. Reaction SMILES: [CH3:1][O:2][C:3]1=[N:8][CH2:7][C:6]([O:9][CH3:10])=[N:5][CH:4]1[CH:11]([CH3:12])[CH3:13].[F:19][c:20]1[c:21]([CH2:22][Br:23])[cH:24][c:25]([F:29])[c:26]([F:28])[cH:27]1.[Li:14][CH2:15][CH2:16][CH2:17][CH3:18].[O:30]1[CH2:31][CH2:32][CH2:33][CH2:34]1>>[CH3:1][O:2][C:3]1=[N:8][CH:7]([CH2:22][c:21]2[c:20]([F:19])[cH:27][c:26]([F:28])[c:25]([F:29])[cH:24]2)[C:6]([O:9][CH3:10])=[N:5][CH:4]1[CH:11]([CH3:12])[CH3:13]. Starting materials: B, C1CCOC1, O=C(O)c1cc(Oc2ccc3nc(NCC4CCCCC4)oc3c2)ccn1, C1CCOC1. The product is OCc1cc(Oc2ccc3nc(NCC4CCCCC4)oc3c2)ccn1. Reaction SMILES: [BH3:33].[CH2:34]1[O:35][CH2:36][CH2:37][CH2:38]1.[CH:1]1([CH2:7][NH:8][c:9]2[o:10][c:11]3[c:12]([n:13]2)[cH:14][cH:15][c:16]([O:18][c:19]2[cH:20][c:21]([C:25](=[O:26])[OH:27])[n:22][cH:23][cH:24]2)[cH:17]3)[CH2:2][CH2:3][CH2:4][CH2:5][CH2:6]1.[O:28]1[CH2:29][CH2:30][CH2:31][CH2:32]1>>[CH:1]1([CH2:7][NH:8][c:9]2[o:10][c:11]3[c:12]([n:13]2)[cH:14][cH:15][c:16]([O:18][c:19]2[cH:20][c:21]([CH2:25][OH:26])[n:22][cH:23][cH:24]2)[cH:17]3)[CH2:2][CH2:3][CH2:4][CH2:5][CH2:6]1. Starting materials: [Cl-], [Fe], O=[N+]([O-])c1cc(Br)ccc1F, [NH4+], O. Yields the product Nc1cc(Br)ccc1F. As a reaction SMILES: [Cl-:1].[Fe:15].[N+:3]([O-:4])(=[O:5])[c:6]1[c:7]([F:13])[cH:8][cH:9][c:10]([Br:12])[cH:11]1.[NH4+:2].[OH2:14]>>[NH2:3][c:6]1[c:7]([F:13])[cH:8][cH:9][c:10]([Br:12])[cH:11]1. Starting materials: NaIO4, NaIO4, COC(=O)C=1SC(=CC1N1C([C@@H](CCC1C1CCCCC1)CC=C)=O)C#CC(C)(C)C (3-((S)-3-allyl-6-cyclohexyl-2-oxo-piperidin-1-yl)-5-(3,3-dimethyl-but-1-ynyl)-thiophene-2-carboxylic acid methyl ester), C[N+]1(CCOCC1)[O-] (N-methylmorpholine oxide), O (water). The reagents and catalysts are O=[Os](=O)(=O)=O (OsO4). Run in CC(=O)C (acetone). Run at time 1 hour. Product: COC(=O)C=1SC(=CC1N1C([C@@H](CCC1C1CCCCC1)CCO)=O)C#CC(C)(C)C (3-[(S)-6-Cyclohexyl-3-(2-hydroxy-ethyl)-2-oxo-piperidin-1-yl]-5-(3,3-dimethyl-but-1-ynyl)-thiophene-2-carboxylic acid methyl ester). The yield is 60.0%. As a reaction SMILES: [CH3:1][O:2][C:3]([C:5]1[S:6][C:7]([C:26]#[C:27][C:28]([CH3:31])([CH3:30])[CH3:29])=[CH:8][C:9]=1[N:10]1[CH:15]([CH:16]2[CH2:21][CH2:20][CH2:19][CH2:18][CH2:17]2)[CH2:14][CH2:13][C@@H:12]([CH2:22][CH:23]=C)[C:11]1=[O:25])=[O:4].C[N+]1([O-])CC[O:36]CC1.O>CC(C)=O.O=[Os](=O)(=O)=O>[CH3:1][O:2][C:3]([C:5]1[S:6][C:7]([C:26]#[C:27][C:28]([CH3:30])([CH3:29])[CH3:31])=[CH:8][C:9]=1[N:10]1[CH:15]([CH:16]2[CH2:17][CH2:18][CH2:19][CH2:20][CH2:21]2)[CH2:14][CH2:13][C@@H:12]([CH2:22][CH2:23][OH:36])[C:11]1=[O:25])=[O:4]. Reported procedure: To a solution of 3-((S)-3-allyl-6-cyclohexyl-2-oxo-piperidin-1-yl)-5-(3,3-dimethyl-but-1-ynyl)-thiophene-2-carboxylic acid methyl ester (less polar diastereomer from previous step) (200 mg, 0.45 mmol, 1.0 equiv) in acetone (3.0 mL) at 0° C. was added N-methylmorpholine oxide (160 mg, 1.36 mmol, 3 equiv), water (1.0 mL) and OsO4 (230 mg, 0.02 mmol, 0.05 equiv). The reaction mixture was stirred at room temperature for 1 hour. The solution was partitioned between brine and EtOAc. The phases were se... Reactants: COC(CCS(=O)(=O)C1=NC=CC(=C1)CNC(=O)C=1C2=C(C=NC1)N(N=C2)C2=CC=C(C=C2)F)=O (3-[4-({[1-(4-fluorophenyl)-1H-pyrazolo[3,4-c]pyridine-4-carbonyl]-amino}-methyl)-pyridine-2-sulfonyl]-propionic acid methyl ester), [BH4-].[Li+] (lithium borohydride). The solvent is C1CCOC1 (THF). Reaction conditions: time 1 hour. The product is OCCCS(=O)(=O)C1=NC=CC(=C1)CNC(=O)C=1C2=C(C=NC1)N(N=C2)C2=CC=C(C=C2)F (1-(4-Fluorophenyl)-1H-pyrazolo[3,4-c]pyridine-4-carboxylic acid[2-(3-hydroxy-propane-1-sulfonyl)-pyridin-4-ylmethyl]-amide). Reaction SMILES: C[O:2][C:3](=O)[CH2:4][CH2:5][S:6]([C:9]1[CH:14]=[C:13]([CH2:15][NH:16][C:17]([C:19]2[C:20]3[CH:27]=[N:26][N:25]([C:28]4[CH:33]=[CH:32][C:31]([F:34])=[CH:30][CH:29]=4)[C:21]=3[CH:22]=[N:23][CH:24]=2)=[O:18])[CH:12]=[CH:11][N:10]=1)(=[O:8])=[O:7].[BH4-].[Li+]>C1COCC1>[OH:2][CH2:3][CH2:4][CH2:5][S:6]([C:9]1[CH:14]=[C:13]([CH2:15][NH:16][C:17]([C:19]2[C:20]3[CH:27]=[N:26][N:25]([C:28]4[CH:29]=[CH:30][C:31]([F:34])=[CH:32][CH:33]=4)[C:21]=3[CH:22]=[N:23][CH:24]=2)=[O:18])[CH:12]=[CH:11][N:10]=1)(=[O:7])=[O:8] |f:1.2|. Reported procedure: To a room temperature solution of 3-[4-({[1-(4-fluorophenyl)-1H-pyrazolo[3,4-c]pyridine-4-carbonyl]-amino}-methyl)-pyridine-2-sulfonyl]-propionic acid methyl ester (33 mg, 0.066 mmol) in THF (5 mL) was added lithium borohydride (8.6 mg, 0.40 mmol). The mixture was then warmed at reflux. After 1 hour, the reaction was cooled to room temperature, quenched with water (50 mL) and diluted with EtOAc (50 mL). The organic layer was separated and the aqueous layer was extracted with EtOAc (2×25 mL). The... Reactants: bronze, C(C1=CC=CC=C1)N1C=C(C2=CC(=CC=C12)CS(=O)(=O)N(C)C(C1=CC=CC=C1)C1=CC=CC=C1)CCN(C)C (1-[1-benzyl-3-[2-(dimethylamino)ethyl]-1H-indol-5-yl]-N-diphenylmethyl-N-methylmethanesulfonamide), [Ca] (calcium), [Cl-].[NH4+] (ammonium chloride), N (ammonia). The solvent is O1CCCC1 (tetrahydrofuran), O (Water), O1CCCC1 (tetrahydrofuran). Conditions: time 15 minute. Yields the product CN(CCC1=CNC2=CC=C(C=C12)CS(=O)(=O)NC)C (3-[2-(Dimethylamino)ethyl]-N-methyl-1H-indole-5-methanesulfonamide). Isolated yield 56.4%. RXN SMILES: [Ca].N.C([N:10]1[C:18]2[C:13](=[CH:14][C:15]([CH2:19][S:20]([N:23](C(C3C=CC=CC=3)C3C=CC=CC=3)[CH3:24])(=[O:22])=[O:21])=[CH:16][CH:17]=2)[C:12]([CH2:38][CH2:39][N:40]([CH3:42])[CH3:41])=[CH:11]1)C1C=CC=CC=1.[Cl-].[NH4+]>O1CCCC1.O>[CH3:42][N:40]([CH3:41])[CH2:39][CH2:38][C:12]1[C:13]2[C:18](=[CH:17][CH:16]=[C:15]([CH2:19][S:20]([NH:23][CH3:24])(=[O:21])=[O:22])[CH:14]=2)[NH:10][CH:11]=1 |f:3.4|. Reported procedure: To a stirred slurry of calcium turnings (243 mg, 6 mmol) in tetrahydrofuran (4 ml) at −40° C. was condensed liquid ammonia (4 ml). The blue bronze was stirred at −50 to −40° C. for a further 15 min, before a solution of 1-[1-benzyl-3-[2-(dimethylamino)ethyl]-1H-indol-5-yl]-N-diphenylmethyl-N-methylmethanesulfonamide (from step (e), 836 mg, 1.5 mmol) in tetrahydrofuran (2 ml) was added dropwise, maintaining the temperature below −40° C. The dark blue solution was stirred at −40° C. for a further ...